This data is from the Open Reaction Database (ORD), a public repository of structured organic reaction records. The task is: describe an organic reaction: reactants, conditions, products, and yield Reactants: COC1=NC2=CC=CC=C2N=C1NC(OC1=CC=CC=C1)=S (Phenyl N-(2-methoxyquinoxalin-3-yl)thiocarbamate), CSC1=C(C=CC=C1)N1CCNCC1 (1-(2-methylthiophenyl)piperazine). Product: COC1=NC2=CC=CC=C2N=C1NC(=S)N1CCN(CC1)C1=C(C=CC=C1)SC (1-[(2-Methoxyquinoxalin-3-yl)aminothiocarbonyl]-4-(2-methylthiophenyl)piperazine). Yield: 64.5%. RXN SMILES: [CH3:1][O:2][C:3]1[C:12]([NH:13][C:14](=[S:22])OC2C=CC=CC=2)=[N:11][C:10]2[C:5](=[CH:6][CH:7]=[CH:8][CH:9]=2)[N:4]=1.[CH3:23][S:24][C:25]1[CH:30]=[CH:29][CH:28]=[CH:27][C:26]=1[N:31]1[CH2:36][CH2:35][NH:34][CH2:33][CH2:32]1>>[CH3:1][O:2][C:3]1[C:12]([NH:13][C:14]([N:34]2[CH2:33][CH2:32][N:31]([C:26]3[CH:27]=[CH:28][CH:29]=[CH:30][C:25]=3[S:24][CH3:23])[CH2:36][CH2:35]2)=[S:22])=[N:11][C:10]2[C:5](=[CH:6][CH:7]=[CH:8][CH:9]=2)[N:4]=1. Procedure details: Phenyl N-(2-methoxyquinoxalin-3-yl)thiocarbamate and 1-(2-methylthiophenyl)piperazine were reacted by the same way with the example 63 to obtain the titled compound.